From a dataset of the Open Reaction Database (ORD), a public repository of structured organic reaction records. describe an organic reaction: reactants, conditions, products, and yield The reactants are CC1([C@@H]([C@@H]1\C=C\C(=O)OC)C(=O)O)C ((1R,cis) 2,2-dimethyl-3-[(E)-3-methoxy-3-oxo-1-propenyl]-cyclopropane-1-carboxylic acid), [N+](=[N-])=C (diazomethane). The solvent is C(Cl)(Cl)Cl (chloroform), C(Cl)Cl (methylene chloride). The product is CC1([C@@H]([C@@H]1\C=C\C(=O)OC)C(=O)OC)C (methyl (1R,cis) 2,2-dimethyl-3-[(E)-3-methoxy-3-oxo-1-propenyl]-cyclopropane-1-carboxylate). As a reaction SMILES: [CH3:1][C:2]1([CH3:14])[C@@H:4](/[CH:5]=[CH:6]/[C:7]([O:9][CH3:10])=[O:8])[C@H:3]1[C:11]([OH:13])=[O:12].[N+](=[CH2:17])=[N-]>C(Cl)Cl.C(Cl)(Cl)Cl>[CH3:1][C:2]1([CH3:14])[C@@H:4](/[CH:5]=[CH:6]/[C:7]([O:9][CH3:10])=[O:8])[C@H:3]1[C:11]([O:13][CH3:17])=[O:12]. Procedure: Using the procedure of Example 7, 1.26 g of (1R,cis) 2,2-dimethyl-3-[(E)-3-methoxy-3-oxo-1-propenyl]-cyclopropane-1-carboxylic acid and 12.7 ml of 0.5 M/l of diazomethane in methylene chloride were reacted to obtain 0.678 g of methyl (1R,cis) 2,2-dimethyl-3-[(E)-3-methoxy-3-oxo-1-propenyl]-cyclopropane-1-carboxylate with a specific rotation of [α]D20 =-4°±2° (c=0.6% in chloroform). Reactants: Cl.O1CCN(CC1)CCOC1=CC=C(C(=O)O)C=C1 (4-(2-morpholinoethoxy)benzoic acid, hydrochloride), CS(=O)(=O)OC=1C=CC2=C(SC(=C2)C2=CC=C(C=C2)OS(=O)(=O)C)C1 (6-methanesulfonyloxy-2-(4-methanesulfonyloxyphenyl)benzo[b]thiophene). The product is Cl.CS(=O)(=O)OC=1C=CC2=C(SC(=C2C(C2=CC=C(C=C2)OCCN2CCOCC2)=O)C2=CC=C(C=C2)OS(=O)(=O)C)C1 (6-methanesulfonyloxy-2-(4-methanesulfonyloxyphenyl)-3-[4-(2-morpholinoethoxy)benzoyl]benzo[b]thiophene, hydrochloride). RXN SMILES: [ClH:1].[O:2]1[CH2:7][CH2:6][N:5]([CH2:8][CH2:9][O:10][C:11]2[CH:19]=[CH:18][C:14]([C:15]([OH:17])=O)=[CH:13][CH:12]=2)[CH2:4][CH2:3]1.[CH3:20][S:21]([O:24][C:25]1[CH:26]=[CH:27][C:28]2[CH:32]=[C:31]([C:33]3[CH:38]=[CH:37][C:36]([O:39][S:40]([CH3:43])(=[O:42])=[O:41])=[CH:35][CH:34]=3)[S:30][C:29]=2[CH:44]=1)(=[O:23])=[O:22]>>[ClH:1].[CH3:20][S:21]([O:24][C:25]1[CH:26]=[CH:27][C:28]2[C:32]([C:15](=[O:17])[C:14]3[CH:13]=[CH:12][C:11]([O:10][CH2:9][CH2:8][N:5]4[CH2:4][CH2:3][O:2][CH2:7][CH2:6]4)=[CH:19][CH:18]=3)=[C:31]([C:33]3[CH:34]=[CH:35][C:36]([O:39][S:40]([CH3:43])(=[O:41])=[O:42])=[CH:37][CH:38]=3)[S:30][C:29]=2[CH:44]=1)(=[O:22])=[O:23] |f:0.1,3.4|. Procedure details: The process of Example 7 was used to prepare the above product, starting with 7.2 g. of 4-(2-morpholinoethoxy)benzoic acid, hydrochloride, and 5 g. of 6-methanesulfonyloxy-2-(4-methanesulfonyloxyphenyl)benzo[b]thiophene. A yield of 4.25 g. of recrystallized product was obtained, of which 1.25 g. was purified by chromatography as explained in Example 7 above to obtain 0.9 g. of highly purified product, m.p. 197°-200°. Starting materials: NC1=NC(=CC(=N1)OC)C (2-amino-4-methoxy-6-methylpyrimidine), CS (methylmercaptan), ClC1=C(C=CC=C1)S(=O)(=O)NC(SC)=S (methyl N-(2-chlorophenylsulfonyl)dithiocarbamate). The solvent is C(C)#N (acetonitrile), C=1(C(=CC=CC1)C)C (xylene). Conditions: temperature 145 celsius, time 30 minute. Product: ClC1=C(C=CC=C1)S(=O)(=O)NC(=S)NC1=NC(=CC(=N1)OC)C (N-(2-Chlorophenylsulfonyl)-N'-(4-methoxy-6-methyl-2pyrimidinyl)thiourea). Isolated yield 84.7%. As a reaction SMILES: [Cl:1][C:2]1[CH:7]=[CH:6][CH:5]=[CH:4][C:3]=1[S:8]([NH:11][C:12](=[S:15])SC)(=[O:10])=[O:9].CS.[NH2:18][C:19]1[N:24]=[C:23]([O:25][CH3:26])[CH:22]=[C:21]([CH3:27])[N:20]=1>C1(C)C(C)=CC=CC=1.C(#N)C>[Cl:1][C:2]1[CH:7]=[CH:6][CH:5]=[CH:4][C:3]=1[S:8]([NH:11][C:12]([NH:18][C:19]1[N:24]=[C:23]([O:25][CH3:26])[CH:22]=[C:21]([CH3:27])[N:20]=1)=[S:15])(=[O:9])=[O:10]. Reported procedure: A solution of 5.0 g of methyl N-(2-chlorophenylsulfonyl)dithiocarbamate in 20 ml of xylene is stirred for 3.5 hours with heating at 145° C. During the heating, methylmercaptan gas is generated. After the reaction is completed, xylene is removed under reduced pressure to yield a pale yellow oil (IR: strong absorption band of -SO2NCS at 1900 cm-1). The oily substance is dissolved in 50 ml of acetonitrile, to which 2.8 g of 2-amino-4-methoxy-6-methylpyrimidine is added and stirred for 30 minutes at... Starting materials: FC(OC=1C=C(CCl)C=CC1OC(F)F)F (3,4-bisdifluoromethoxybenzyl chloride), [C-]#N.[Na+] (sodium cyanide), FC(OC=1C=C(CO)C=CC1OC(F)F)F (3,4-bisdifluoromethoxybenzyl alcohol), N1=CC=CC=C1 (pyridine), S(=O)(Cl)Cl (thionyl chloride). Solvent: CN(C=O)C (dimethylformamide), C(Cl)(Cl)Cl (chloroform). Run at temperature 45 celsius. The product is FC(OC=1C=C(C=CC1OC(F)F)CC#N)F (2-(3,4-Bisdifluoromethoxyphenyl)acetonitrile). The yield is 98.5%. RXN SMILES: [F:1][CH:2]([F:16])[O:3][C:4]1[CH:5]=[C:6]([CH:9]=[CH:10][C:11]=1[O:12][CH:13]([F:15])[F:14])[CH2:7]O.[N:17]1C=CC=C[CH:18]=1.S(Cl)(Cl)=O.FC(F)OC1C=C(C=CC=1OC(F)F)CCl.[C-]#N.[Na+]>C(Cl)(Cl)Cl.CN(C)C=O>[F:1][CH:2]([F:16])[O:3][C:4]1[CH:5]=[C:6]([CH2:7][C:18]#[N:17])[CH:9]=[CH:10][C:11]=1[O:12][CH:13]([F:15])[F:14] |f:4.5|. Reported procedure: A solution of 3,4-bisdifluoromethoxybenzyl alcohol (26.4 g, 110 mmol) and pyridine (9.79 mL, 120 mmol) in chloroform (200 mL) under an argon atmosphere was treated with thionyl chloride (9.62 mL, 130 mmol) and the mixture was heated at reflux for 1 h. The solvent was removed, ether was added and the precipitate was removed by filtration. The filtrate was concentrated to a purple oil. To a solution of this 3,4-bisdifluoromethoxybenzyl chloride in dimethylformamide (200 mL) under an argon atmosphe...